From a dataset of the Open Reaction Database (ORD), a public repository of structured organic reaction records. describe an organic reaction: reactants, conditions, products, and yield The reactants are [BH4-], O=C([O-])O, CCOCC, [Cl-], [Cl-], Cl, CCOC(=O)C(Cc1cccc(SC(F)(F)F)c1)C(=O)c1ccc(F)cc1, [Na+], [Na+], O, [Zn+2]. Yields the product CCOC(=O)C(Cc1cccc(SC(F)(F)F)c1)C(O)c1ccc(F)cc1. Reaction SMILES: [BH4-:1].[C:31](=[O:32])([O-:33])[OH:34].[CH3:36][CH2:37][O:38][CH2:39][CH3:40].[Cl-:41].[Cl-:43].[ClH:30].[F:3][c:4]1[cH:5][cH:6][c:7]([C:10]([CH:11]([C:12](=[O:13])[O:14][CH2:15][CH3:16])[CH2:17][c:18]2[cH:19][c:20]([S:24][C:25]([F:26])([F:27])[F:28])[cH:21][cH:22][cH:23]2)=[O:29])[cH:8][cH:9]1.[Na+:2].[Na+:35].[OH2:44].[Zn+2:42]>>[F:3][c:4]1[cH:5][cH:6][c:7]([CH:10]([CH:11]([C:12](=[O:13])[O:14][CH2:15][CH3:16])[CH2:17][c:18]2[cH:19][c:20]([S:24][C:25]([F:26])([F:27])[F:28])[cH:21][cH:22][cH:23]2)[OH:29])[cH:8][cH:9]1. Starting materials: Cl.N=C1SCCN1CC(C1=CC=CC=C1)OC(C)=O (2-imino-3-(2'-acetoxy-2'-phenylethyl)thiazolidine hydrochloride), P(Cl)(Cl)(Cl)(Cl)Cl (phosphorus pentachloride), 2-imino. Run in C(Cl)(Cl)Cl (chloroform). Product: Cl.N=C1SCCN1CC(C1=CC=CC=C1)Cl (2-Imino-3-(2'-chloro-2'-phenylethyl)thiazolidine hydrochloride). As a reaction SMILES: [ClH:1].[NH:2]=[C:3]1[N:7]([CH2:8][CH:9](OC(=O)C)[C:10]2[CH:15]=[CH:14][CH:13]=[CH:12][CH:11]=2)[CH2:6][CH2:5][S:4]1.P(Cl)(Cl)(Cl)(Cl)[Cl:21]>C(Cl)(Cl)Cl>[ClH:21].[NH:2]=[C:3]1[N:7]([CH2:8][CH:9]([Cl:1])[C:10]2[CH:15]=[CH:14][CH:13]=[CH:12][CH:11]=2)[CH2:6][CH2:5][S:4]1 |f:0.1,4.5|. Procedure details: The 2-imino-3-(2'-acetoxy-2'-phenylethyl)thiazolidine hydrochloride (0.01 mole) was heated under reflux with phosphorus pentachloride for one hour in chloroform (5 ml). The solvent was evaporated to leave a colourless solid which was crystallised from ethanol, yield 1.9 g. This compound was used in the synthesis of the compound of Example 75 as described for the corresponding 2-imino derivative in Example 75 Method A. Starting materials: CC1(OC(CC(O1)=O)=O)C (2,2-dimethyl-1,3-dioxane-4,6-dione), N1=CC=CC=C1 (pyridine), CC(CC(=O)Cl)C (3-methylbutyryl chloride). The solvent is C(Cl)Cl (CH2Cl2), C(Cl)Cl (CH2Cl2), CCOC(=O)C (EtOAc). Conditions: temperature 0 celsius, time 1 hour. Yields the product CC(CC(=O)C1C(OC(OC1=O)(C)C)=O)C (5-(3-methylbutanoyl)-2,2-dimethyl-1,3-dioxane-4,6-dione). Yield: 113914.3%. RXN SMILES: [CH3:1][C:2]1([CH3:10])[O:7][C:6](=[O:8])[CH2:5][C:4](=[O:9])[O:3]1.N1C=CC=CC=1.[CH3:17][CH:18]([CH3:23])[CH2:19][C:20](Cl)=[O:21]>C(Cl)Cl.CCOC(C)=O>[CH3:17][CH:18]([CH3:23])[CH2:19][C:20]([CH:5]1[C:6](=[O:8])[O:7][C:2]([CH3:10])([CH3:1])[O:3][C:4]1=[O:9])=[O:21]. Procedure details: To a solution of 2,2-dimethyl-1,3-dioxane-4,6-dione (14.4 g, 0.1 mol) and pyridine (19.4 mL) in CH2Cl2 (150 mL) at 0° C., a solution of 3-methylbutyryl chloride (12 g, 0.1 mmol) in CH2Cl2 (140 mL) was added slowly. The reaction mixture was stirred for 1 h at 0° C. and for a further 1 h at rt. The mixture was concentrated to give a residue, which was diluted with EtOAc (500 mL) and filtered. The filtrate was washed with 10% aq Na2CO3 (200 mL) and water (200 mL). The combined aqueous layers were e... The reactants are COC(=O)C=CC1C(C(=O)OC(C)(C)C)C1(C)C, Cc1ccccc1, Cc1ccc(S(=O)(=O)O)cc1. The product is COC(=O)C=CC1C(C(=O)O)C1(C)C. As a reaction SMILES: [CH3:1][C:2]1([CH3:18])[CH:3]([C:11](=[O:12])[O:13][C:14]([CH3:15])([CH3:16])[CH3:17])[CH:4]1[CH:5]=[CH:6][C:7](=[O:8])[O:9][CH3:10].[CH3:30][c:31]1[cH:32][cH:33][cH:34][cH:35][cH:36]1.[c:19]1([CH3:20])[cH:21][cH:22][c:23]([S:24]([OH:25])(=[O:26])=[O:27])[cH:28][cH:29]1>>[CH3:1][C:2]1([CH3:18])[CH:3]([C:11](=[O:12])[OH:13])[CH:4]1[CH:5]=[CH:6][C:7](=[O:8])[O:9][CH3:10].